Dataset: the Open Reaction Database (ORD), a public repository of structured organic reaction records. Task: describe an organic reaction: reactants, conditions, products, and yield Starting materials: N1=CC=CC=C1 (pyridine), anhydride, C(C)OC(C1=CC(C(=O)N(CCC)C)=CC(=C1)CO)=O (5-hydroxymethyl-N-methyl-N-propyl-isophthalamic acid ethyl ester). Run in ClCCl (dichloromethane), ClCCl (dichloromethane). Run at time 5 minute. The product is C(C)OC(C1=CC(C(=O)N(CCC)C)=CC(=C1)COC(C)C)=O (5-Isopropoxymethyl-N-methyl-N-propyl-isophthalamic acid ethyl ester). Reaction SMILES: N1C=C[CH:4]=[CH:3][CH:2]=1.[CH2:7]([O:9][C:10](=[O:26])[C:11]1[CH:23]=[C:22]([CH2:24][OH:25])[CH:21]=[C:13]([C:14]([N:16]([CH3:20])[CH2:17][CH2:18][CH3:19])=[O:15])[CH:12]=1)[CH3:8]>ClCCl>[CH2:7]([O:9][C:10](=[O:26])[C:11]1[CH:23]=[C:22]([CH2:24][O:25][CH:3]([CH3:4])[CH3:2])[CH:21]=[C:13]([C:14]([N:16]([CH3:20])[CH2:17][CH2:18][CH3:19])=[O:15])[CH:12]=1)[CH3:8]. Procedure: Mix dichloromethane (1.8 mL), pyridine (56 mL, 0.7 mmol), and trifluomethanesulfonic anhydride (97 μL, 0.58 mmol) to a flask at −35 to 45° C. Add premixed 5-hydroxymethyl-N-methyl-N-propyl-isophthalamic acid ethyl ester (65 mg, 0.23 mmol) in dichloromethane (4 mL) dropwise at 40° C. Stir for 5 min and quench with isopropyl alcohol (2 mL). Dilute the reaction mixture with dichloromethane (10 mL), wash with water (2×10 mL), and concentrate to give the title compound and used directly in the next s... Reactants: [O-]P(=O)([O-])[O-].[K+].[K+].[K+] (K3PO4), COC(C1=CC(=CC=C1)Br)=O (methyl-3-bromo-benzoate), N1CCOCC1 (morpholine), ligand 1, CC(C)(C)[O-].[Na+] (NaOt-Bu), solution. The reagents and catalysts are C=1C=CC(=CC1)/C=C/C(=O)/C=C/C2=CC=CC=C2.C=1C=CC(=CC1)/C=C/C(=O)/C=C/C2=CC=CC=C2.C=1C=CC(=CC1)/C=C/C(=O)/C=C/C2=CC=CC=C2.[Pd].[Pd] (Pd2(dba)3). Run in CCOCC (ether), CCCCCCCCCCCC (dodecane), COCCOC (DME). Conditions: temperature 100 celsius, time 10 minute. Product: COC(C1=CC(=CC=C1)N1CCOCC1)=O (Methyl-3-(morpholino)benzoate). Isolated yield 5.4%. Reaction SMILES: CC([O-])(C)C.[Na+].[O-]P([O-])([O-])=O.[K+].[K+].[K+].[CH3:15][O:16][C:17](=[O:25])[C:18]1[CH:23]=[CH:22][CH:21]=[C:20](Br)[CH:19]=1.[NH:26]1[CH2:31][CH2:30][O:29][CH2:28][CH2:27]1>COCCOC.CCOCC.CCCCCCCCCCCC.C1C=CC(/C=C/C(/C=C/C2C=CC=CC=2)=O)=CC=1.C1C=CC(/C=C/C(/C=C/C2C=CC=CC=2)=O)=CC=1.C1C=CC(/C=C/C(/C=C/C2C=CC=CC=2)=O)=CC=1.[Pd].[Pd]>[CH3:15][O:16][C:17](=[O:25])[C:18]1[CH:23]=[CH:22][CH:21]=[C:20]([N:26]2[CH2:31][CH2:30][O:29][CH2:28][CH2:27]2)[CH:19]=1 |f:0.1,2.3.4.5,11.12.13.14.15|. Procedure: A solution of Pd2(dba)3 [92 mg, 0.1 mmol (4.6 mg, 0.005 mmol, 2 mol % Pd per reaction)], ligand 1 (see FIG. 1) [168 mg, 0.4 mmol (8.4 mg, 0.02 mmol, 4 mol % per reaction)] and NaOt-Bu [40 mg, 0.4 mmol (2 mg, 0.02 mmol, 4 mol % per reaction)] were stirred in 10 mL DME (anhy). After 10 minutes, 0.5 mL of the solution was added via syringe to a test tube containing (under an Argon atmosphere) K3PO4 (148 mg, 0.7 mmol), methyl-3-bromo-benzoate (107 mg, 0.5 mmol), and morpholine (52 μL, 0.6 mmol). The...